Dataset: the Open Reaction Database (ORD), a public repository of structured organic reaction records. Task: describe an organic reaction: reactants, conditions, products, and yield Starting materials: BrC=1C=C(C=NC1Cl)C(=O)O (5-bromo-6-chloro-3-pyridinecarboxylic acid), NC1(CCCC1)CO (1-amino-cyclopentanemethanol), OCC1(CC1)O (hydroxymethylcyclopropanol), FC1=CC=C(C=C1)B(O)O ((4-fluoro-phenyl)-boronic acid). The product is C1(CC1)COC1=NC=C(C(=O)NC2(CCCC2)CO)C=C1C1=CC=C(C=C1)F (6-cyclopropylmethoxy-5-(4-fluoro-phenyl)-N-(1-hydroxymethyl-cyclopentyl)-nicotinamide). As a reaction SMILES: Br[C:2]1[CH:3]=[C:4]([C:9]([OH:11])=O)[CH:5]=[N:6][C:7]=1Cl.[OH:12][CH2:13][C:14]1(O)[CH2:16][CH2:15]1.[F:18][C:19]1[CH:24]=[CH:23][C:22](B(O)O)=[CH:21][CH:20]=1.[NH2:28][C:29]1([CH2:34][OH:35])[CH2:33][CH2:32][CH2:31][CH2:30]1>>[CH:14]1([CH2:13][O:12][C:7]2[C:2]([C:22]3[CH:23]=[CH:24][C:19]([F:18])=[CH:20][CH:21]=3)=[CH:3][C:4]([C:9]([NH:28][C:29]3([CH2:34][OH:35])[CH2:33][CH2:32][CH2:31][CH2:30]3)=[O:11])=[CH:5][N:6]=2)[CH2:16][CH2:15]1. Procedure details: The title compound was synthesized in analogy to Example 31, using 5-bromo-6-chloro-3-pyridinecarboxylic acid, hydroxymethylcyclopropanol, (4-fluoro-phenyl)-boronic acid and 1-amino-cyclopentanemethanol as starting materials to yield 6-cyclopropylmethoxy-5-(4-fluoro-phenyl)-N-(1-hydroxymethyl-cyclopentyl)-nicotinamide as a colorless foam, MS (ISP) 385.1 (M+H)+.